Dataset: the Open Reaction Database (ORD), a public repository of structured organic reaction records. Task: describe an organic reaction: reactants, conditions, products, and yield Starting materials: CC(=O)c1cc(C=O)n(C)c1, CC(=O)c1cc(-c2c3c(=O)n(C)c(=O)n(CC(C)C)c3nn2Cc2c[nH]c3ccc(Cl)cc23)n(C)c1, CON, O=Cc1c[nH]c2ccc(Cl)cc12, Cl, CC(C)Cn1c(NN)cc(=O)n(C)c1=O. Yields the product CON=C(C)c1cc(-c2c3c(=O)n(C)c(=O)n(CC(C)C)c3nn2Cc2c[nH]c3ccc(Cl)cc23)n(C)c1. As a reaction SMILES: [C:28]([c:29]1[cH:30][c:31]([CH:32]=[O:33])[n:34]([CH3:35])[cH:36]1)(=[O:37])[CH3:38].[C:39]([CH3:40])(=[O:41])[c:42]1[cH:43][c:44](-[c:48]2[n:49]([CH2:64][c:65]3[cH:66][nH:67][c:68]4[cH:69][cH:70][c:71]([Cl:74])[cH:72][c:73]34)[n:50][c:51]3[n:52]([CH2:60][CH:61]([CH3:62])[CH3:63])[c:53](=[O:59])[n:54]([CH3:58])[c:55](=[O:57])[c:56]23)[n:45]([CH3:47])[cH:46]1.[CH3:76][O:77][NH2:78].[Cl:16][c:17]1[cH:18][c:19]2[c:20]([cH:21][cH:22]1)[nH:23][cH:24][c:25]2[CH:26]=[O:27].[ClH:75].[NH:1]([c:2]1[n:3]([CH2:4][CH:5]([CH3:6])[CH3:7])[c:8](=[O:9])[n:10]([CH3:11])[c:12](=[O:13])[cH:14]1)[NH2:15]>>[C:39]([CH3:40])([c:42]1[cH:43][c:44](-[c:48]2[n:49]([CH2:64][c:65]3[cH:66][nH:67][c:68]4[cH:69][cH:70][c:71]([Cl:74])[cH:72][c:73]34)[n:50][c:51]3[n:52]([CH2:60][CH:61]([CH3:62])[CH3:63])[c:53](=[O:59])[n:54]([CH3:58])[c:55](=[O:57])[c:56]23)[n:45]([CH3:47])[cH:46]1)=[N:78][O:77][CH3:76].